From a dataset of the Open Reaction Database (ORD), a public repository of structured organic reaction records. describe an organic reaction: reactants, conditions, products, and yield The reactants are C(C)(=O)OCC (ethyl acetate), CC1(OC2=C(C(C1)C1=NC=C(C=C1)C1=CC=CC=C1)C=C(C=C2)C#N)C (3,4-dihydro-2,2-dimethyl-4-(5-phenyl-2-pyridyl)-2H-1-benzopyran-6-carbonitrile). The product is C(#N)C=1C=CC2=C(C(CC(O2)(C)C)C2=[N+](C=C(C=C2)C2=CC=CC=C2)[O-])C1 (2-(6-cyano-3,4-dihydro-2,2-dimethyl-2H-1-benzopyran-4-yl)-5-phenylpyridine N-oxide). As a reaction SMILES: [CH3:1][C:2]1([CH3:26])[CH2:7][CH:6]([C:8]2[CH:13]=[CH:12][C:11]([C:14]3[CH:19]=[CH:18][CH:17]=[CH:16][CH:15]=3)=[CH:10][N:9]=2)[C:5]2[CH:20]=[C:21]([C:24]#[N:25])[CH:22]=[CH:23][C:4]=2[O:3]1.C(OCC)(=[O:29])C>>[C:24]([C:21]1[CH:22]=[CH:23][C:4]2[O:3][C:2]([CH3:26])([CH3:1])[CH2:7][CH:6]([C:8]3[CH:13]=[CH:12][C:11]([C:14]4[CH:19]=[CH:18][CH:17]=[CH:16][CH:15]=4)=[CH:10][N+:9]=3[O-:29])[C:5]=2[CH:20]=1)#[N:25]. Procedure details: In an analogous manner to that described in the first paragraph of Example 7, from 3,4-dihydro-2,2-dimethyl-4-(5-phenyl-2-pyridyl)-2H-1-benzopyran-6-carbonitrile there was obtained 2-(6-cyano-3,4-dihydro-2,2-dimethyl-2H-1-benzopyran-4-yl)-5-phenylpyridine N-oxide of melting point 174°-176° C. (from ethyl acetate). Reactants: OCCNN (2-Hydroxyethylhydrazine), C(C1=CC=CC=C1)(=O)CC#N (Benzoylacetonitrile), alcohol, C(C)(=O)O (acetic acid). Solvent: alcohol, reagent, O (water). The product is NC1=CC(=NN1CCO)C1=CC=CC=C1 (2-(5-Amino-3-phenyl-pyrazol-1-yl)-ethanol). Yield: 78.7%. RXN SMILES: [C:1]([CH2:9][C:10]#[N:11])(=O)[C:2]1[CH:7]=[CH:6][CH:5]=[CH:4][CH:3]=1.C(O)(=O)C.[OH:16][CH2:17][CH2:18][NH:19][NH2:20]>O>[NH2:11][C:10]1[N:19]([CH2:18][CH2:17][OH:16])[N:20]=[C:1]([C:2]2[CH:7]=[CH:6][CH:5]=[CH:4][CH:3]=2)[CH:9]=1. Procedure: Benzoylacetonitrile (25 g, 0.17 mol) was suspended in a mixture of 125 mL reagent grade anhydrous alcohol and 20 mL glacial acetic acid. 2-Hydroxyethylhydrazine (14.4 g, 1.1 equiv) dissolved in 35 mL alcohol was added all at once. The mixture was heated at reflux for 4 h, cooled, water was added to make 500 mL total volume and the solution was chilled in a refrigerator overnight. Crystals were filtered cold on a Buchner funnel, washed with cold water and dried on high vacuum to give the desired ... Starting materials: [Li]CCCC (n-BuLi), ClC1=CC(=C(C=C1)I)F (4-chloro-2-fluoro-1-iodo-benzene), FC(C(=O)OCC)(F)F (ethyl trifluoroacetate). Solvent: C1CCOC1 (THF). Conditions: temperature -78 celsius, time 1 hour. Yields the product ClC1=CC(=C(C=C1)C(C(F)(F)F)=O)F (1-(4-Chloro-2-fluoro-phenyl)-2,2,2-trifluoro-ethanone). RXN SMILES: [Li]CCCC.[Cl:6][C:7]1[CH:12]=[CH:11][C:10](I)=[C:9]([F:14])[CH:8]=1.[F:15][C:16]([F:23])([F:22])[C:17](OCC)=[O:18]>C1COCC1>[Cl:6][C:7]1[CH:12]=[CH:11][C:10]([C:17](=[O:18])[C:16]([F:23])([F:22])[F:15])=[C:9]([F:14])[CH:8]=1. Reported procedure: To a solution of n-BuLi (1.6 M in hexanes, 4.68 mmol, 2.93 mL) in dry THF was slowly added 4-chloro-2-fluoro-1-iodo-benzene 67h (3.9 mmol, 1.0 g) at −78° C. under N2. The mixture was stirred for 1 h at −78° C. and ethyl trifluoroacetate 67b (0.51 mL, 4.29 mmol) was added. The reaction was allowed to warm to room temperature overnight and was quenched with saturated aqueous NH4Cl solution. The mixture was extracted with EtOAc. The organic extracts were concentrated and purified by flash column ch...